From a dataset of the Open Reaction Database (ORD), a public repository of structured organic reaction records. describe an organic reaction: reactants, conditions, products, and yield The reactants are B(F)(F)F.F (hydrofluoroboric acid), NC=1C=C(C(=O)O)C=C(C1C1=CC=CC=C1)[N+](=O)[O-] (3-amino-5-nitro-4-phenylbenzoic acid), N(=O)[O-].[K+] (potassium nitrite), Cl (hydrochloric acid). Solvent: [OH-].[K+] (potassium hydroxide), C(C)(=O)O (acetic acid). Product: F[B-](F)(F)F.C(=O)(O)C=1C=C(C(=C(C1)[N+]#N)C1=CC=CC=C1)[N+](=O)[O-] (5-carboxy-3-nitro-2-phenylbenzenediazonium tetrafluoroborate). RXN SMILES: [NH2:1][C:2]1[CH:3]=[C:4]([CH:8]=[C:9]([N+:17]([O-:19])=[O:18])[C:10]=1[C:11]1[CH:16]=[CH:15][CH:14]=[CH:13][CH:12]=1)[C:5]([OH:7])=[O:6].[N:20]([O-])=O.[K+].Cl.[B:25]([F:28])([F:27])[F:26].[FH:29]>[OH-].[K+].C(O)(=O)C>[F:26][B-:25]([F:29])([F:28])[F:27].[C:5]([C:4]1[CH:8]=[C:9]([N+:17]([O-:19])=[O:18])[C:10]([C:11]2[CH:16]=[CH:15][CH:14]=[CH:13][CH:12]=2)=[C:2]([N+:1]#[N:20])[CH:3]=1)([OH:7])=[O:6] |f:1.2,4.5,6.7,9.10|. Procedure: A hot solution of 3-amino-5-nitro-4-phenylbenzoic acid (39 g; prepared as in Example 1, step C) and potassium nitrite (15 g) in 1 N potassium hydroxide (260 ml) is added dropwise to a mixture of acetic acid (150 ml) and conc. hydrochloric acid (150 ml), while stirring vigorously at -2° to 2° C. After additional stirring at this temperature for about 10 minutes, 50% hydrofluoroboric acid (100 ml) is added during about 5 minutes, keeping the temperature below 5° C by external cooling. After additi...